This data is from the Open Reaction Database (ORD), a public repository of structured organic reaction records. The task is: describe an organic reaction: reactants, conditions, products, and yield Starting materials: ClC=1C=C2CCN(C(C2=CC1)=O)C=1C=C(C=NC1)CC(=O)O ([5-(6-chloro-1-oxo-3,4-dihydro-1H-isoquinolin-2-yl)-pyridin-3-yl]-acetic acid), S(=O)(Cl)Cl (thionyl chloride), CO (methanol). Conditions: temperature 80 celsius. Yields the product COC(CC=1C=NC=C(C1)N1C(C2=CC=C(C=C2CC1)Cl)=O)=O ([5-(6-Chloro-1-oxo-3,4-dihydro-1H-isoquinolin-2-yl)-pyridin-3-yl]-acetic acid methyl ester). RXN SMILES: [Cl:1][C:2]1[CH:3]=[C:4]2[C:9](=[CH:10][CH:11]=1)[C:8](=[O:12])[N:7]([C:13]1[CH:14]=[C:15]([CH2:19][C:20]([OH:22])=[O:21])[CH:16]=[N:17][CH:18]=1)[CH2:6][CH2:5]2.S(Cl)(Cl)=O.[CH3:27]O>>[CH3:27][O:21][C:20](=[O:22])[CH2:19][C:15]1[CH:16]=[N:17][CH:18]=[C:13]([N:7]2[CH2:6][CH2:5][C:4]3[C:9](=[CH:10][CH:11]=[C:2]([Cl:1])[CH:3]=3)[C:8]2=[O:12])[CH:14]=1. Procedure: To a solution of [5-(6-chloro-1-oxo-3,4-dihydro-1H-isoquinolin-2-yl)-pyridin-3-yl]-acetic acid (example 263 [B]) (217 mg, 0.68 mmol) in methanol (25 mL) was added thionyl chloride (0.44 mL, 6.0 mmol) slowly at 0° C. After the addition, the reaction mixture was warmed up and heated at 80° C. for 2 hours. After cooling back to room temperature, it was concentrated in vacuo and the residue was dissolved in EtOAc (150 mL) and washed with satd. aq. NaHCO3 solution and then brine. The organic layer wa... The reactants are C(C)(C)(C)OC(=O)N1CC2=C(C=CC=C2CC1)C(NC1(CC2=CC=CC=C2C1)C(=O)O)=O (8-(2-carboxy-indan-2-ylcarbamoyl)-3,4-dihydro-1H-isoquinoline-2-carboxylic acid tert-butyl ester), solution, Cl (HCl). Run in O1CCOCC1 (dioxane), O1CCOCC1.O (dioxane water). Reaction conditions: time 4 hour. The product is Cl (HCl), C1NCCC2=CC=CC(=C12)C(=O)NC1(CC2=CC=CC=C2C1)C(=O)O (2-[(1,2,3,4-Tetrahydro-isoquinoline-8-carbonyl)-amino]-indan-2-carboxylic acid). The yield is 100.0%. Reaction SMILES: C(OC([N:8]1[CH2:17][CH2:16][C:15]2[C:10](=[C:11]([C:18](=[O:32])[NH:19][C:20]3([C:29]([OH:31])=[O:30])[CH2:28][C:27]4[C:22](=[CH:23][CH:24]=[CH:25][CH:26]=4)[CH2:21]3)[CH:12]=[CH:13][CH:14]=2)[CH2:9]1)=O)(C)(C)C.[ClH:33]>O1CCOCC1.O1CCOCC1.O>[ClH:33].[CH2:9]1[C:10]2[C:15](=[CH:14][CH:13]=[CH:12][C:11]=2[C:18]([NH:19][C:20]2([C:29]([OH:31])=[O:30])[CH2:28][C:27]3[C:22](=[CH:23][CH:24]=[CH:25][CH:26]=3)[CH2:21]2)=[O:32])[CH2:16][CH2:17][NH:8]1 |f:3.4|. Procedure details: To a solution of 8-(2-carboxy-indan-2-ylcarbamoyl)-3,4-dihydro-1H-isoquinoline-2-carboxylic acid tert-butyl ester (226) (128 mg, 0.29 mmol) in 6 ml dioxane is added dropwise 4N solution of HCl in dioxane/water (0.72 mL) and the resulting solution is stirred at RT for 4 h. The concentration gave an HCl salt of (219) as white solid (246 mg, 100%). Reactants: C#Cc1ccc(CCC(=O)OC)cc1, Clc1cc(I)cc(Cl)n1. Reaction SMILES: [C:1](#[CH:2])[c:3]1[cH:4][cH:5][c:6]([CH2:9][CH2:10][C:11](=[O:12])[O:13][CH3:14])[cH:7][cH:8]1.[Cl:15][c:16]1[n:17][c:18]([Cl:23])[cH:19][c:20]([I:22])[cH:21]1>>[C:1](#[C:2][c:20]1[cH:19][c:18]([Cl:23])[n:17][c:16]([Cl:15])[cH:21]1)[c:3]1[cH:4][cH:5][c:6]([CH2:9][CH2:10][C:11](=[O:12])[O:13][CH3:14])[cH:7][cH:8]1. Product: COC(=O)CCc1ccc(C#Cc2cc(Cl)nc(Cl)c2)cc1. The reactants are C(C)(C)(C)N (tert-butylamine), C1(=CC=C(C=C1)S(=O)(=O)OS(=O)(=O)C1=CC=C(C=C1)C)C (p-toluenesulfonic anhydride), C1(=CC=C(C=C1)S(=O)(=O)OS(=O)(=O)C1=CC=C(C=C1)C)C (p-toluenesulfonic anhydride), ClC1=C(C=C2C=C[N+](=CC2=C1)[O-])F (7-Chloro-6-fluoro-isoquinoline 2-oxide), C(C)(C)(C)N (tert-butylamine). Run in C1(=CC=CC=C1)C(F)(F)F (benzotrifluoride). Reaction conditions: temperature 0 celsius, time 16 hour. Product: C(C)(C)(C)NC1=NC=CC2=CC(=C(C=C12)Cl)F (tert-Butyl-(7-chloro-6-fluoro-isoquinolin-1-yl)-amine), product. The yield is 4.3%. Reaction SMILES: [Cl:1][C:2]1[CH:11]=[C:10]2[C:5]([CH:6]=[CH:7][N+:8]([O-])=[CH:9]2)=[CH:4][C:3]=1[F:13].[C:14]([NH2:18])([CH3:17])([CH3:16])[CH3:15].C1(C)C=CC(S(OS(C2C=CC(C)=CC=2)(=O)=O)(=O)=O)=CC=1>C1(C(F)(F)F)C=CC=CC=1>[C:14]([NH:18][C:9]1[C:10]2[C:5](=[CH:4][C:3]([F:13])=[C:2]([Cl:1])[CH:11]=2)[CH:6]=[CH:7][N:8]=1)([CH3:17])([CH3:16])[CH3:15]. Procedure: A solution of 5.0 g (25.3 mmol) of 7-chloro-6-fluoro-isoquinoline-2-oxide (9) in 120 mL of benzotrifluoride was treated with 15.9 mL (11.1 g, 152 mmol) of tert-butylamine and cooled to 0° C. Then, 17.3 g (53.1 mmol) of p-toluenesulfonic anhydride were added portionwise with temperature control (<10° C.). The reaction mixture was stirred at room temperature for 16 h, before being cooled to 0° C. and another 8.0 mL (76.1 mmol) of tert-butylamine and 8.26 g (25.3 mmol) of p-toluenesulfonic anhydrid...